Dataset: the Open Reaction Database (ORD), a public repository of structured organic reaction records. Task: describe an organic reaction: reactants, conditions, products, and yield Starting materials: cobalt salts, aliphatic carboxylic acid, C(C)(=O)O (acetic acid), O=O (oxygen), 43096w, C(C1=CC=CC=C1)C1=C(C=CC=C1)C (o-benzyl-toluene), BrBr (bromine). The reagents and catalysts are [Mn] (manganese). Product: C(C1=CC=CC=C1)(=O)C1=C(C(=O)O)C=CC=C1 (o-benzoyl-benzoic acid), C1=CC=CC=2C(C3=CC=CC=C3C(C12)=O)=O (anthraquinone). Reaction SMILES: [CH2:1]([C:8]1[CH:13]=[CH:12][CH:11]=[CH:10][C:9]=1C)[C:2]1[CH:7]=[CH:6][CH:5]=[CH:4][CH:3]=1.BrBr.[O:17]=O.[C:19]([OH:22])(=[O:21])[CH3:20]>[Mn]>[C:1]([C:8]1[CH:9]=[CH:10][CH:11]=[CH:12][C:20]=1[C:19]([OH:22])=[O:21])(=[O:17])[C:2]1[CH:7]=[CH:6][CH:5]=[CH:4][CH:3]=1.[CH:6]1[C:20]2[C:19](=[O:22])[C:13]3[C:8](=[CH:9][CH:10]=[CH:11][CH:12]=3)[C:1](=[O:17])[C:2]=2[CH:3]=[CH:4][CH:5]=1. Reported procedure: It is further known from the Japanese patent publication 49-75563 (Ref: Chem. Abstr. 1975, 43096w) to oxidize o-benzyl-toluene in an aliphatic carboxylic acid, for example acetic acid, in the presence of cobalt salts and bromine compounds, to which manganese salts may also be added as additional catalytic agents. The reaction, carried out at the atmospheric pressure or slightly elevated pressure at temperatures from 70° to 200° C. with air or oxygen-containing gases, yields o-benzoyl-benzoic aci... The reactants are C1(CCCCC1)C(C(=O)O)C1CCCCC1 (dicyclohexylacetic acid), C(C(=O)Cl)(=O)Cl (oxalyl chloride), C1(CCCCC1)C(C1CCCCC1)N=C=O (dicyclohexylmethyl isocyanate), [N-]=C=O (isocyanate). Reagents/catalysts: CN(C=O)C (N,N-dimethylformamide). Run in ClCCl (dichloromethane), Cl (hydrochloric acid). Reaction conditions: time 2 hour. Product: C1(CCCCC1)C(C1CCCCC1)N (Dicyclohexylmethyl Amine), oil. RXN SMILES: C1(C(C2CCCCC2)C(O)=O)CCCCC1.C(Cl)(=O)C(Cl)=O.[CH:23]1([CH:29]([N:36]=C=O)[CH:30]2[CH2:35][CH2:34][CH2:33][CH2:32][CH2:31]2)[CH2:28][CH2:27][CH2:26][CH2:25][CH2:24]1.[N-]=C=O>ClCCl.CN(C)C=O.Cl>[CH:23]1([CH:29]([NH2:36])[CH:30]2[CH2:31][CH2:32][CH2:33][CH2:34][CH2:35]2)[CH2:28][CH2:27][CH2:26][CH2:25][CH2:24]1. Procedure details: A solution of dicyclohexylacetic acid (4.5 g) in dichloromethane (50 mL) was treated with oxalyl chloride (2.5 mL). Addition of a catalytic amount of N,N-dimethylformamide (1 drop) caused immediate gas evolution to take place. The reaction mixture was stirred for 2 hr, then concentrated to dryness. The residue, consisting of crude dicyclohexylacetyl chloride, was dissolved in acetone (45 mL) and treated at 0° C. with a solution of sodium azide (2.6 g) in water (45 mL). After stirring for 1 hr at... Starting materials: NC=1N=C(C2=C(N1)OC=C2CN(C2=CC=CC=C2)C2=CC=CC=C2)N (N-[(2,4-diaminofuro[2,3-d]pyrimidin-5-yl)methyl]-N,N-diphenylamine), NC=1N=C(C2=C(N1)OC=C2CCl)N (2,4-diamino-5-chloromethylfuro[2,3-d]pyrimidine), C1=CC=CC=2C3=CC=CC=C3NC12 (carbazole), [H-].[Na+] (NaH). The product is NC=1N=C(C2=C(N1)OC=C2CN2C1=CC=CC=C1C=1C=CC=CC21)N (N-[(2,4-Diaminofuro[2,3-d]pyrimidin-5-yl)methyl]carbazole). RXN SMILES: [NH2:1][C:2]1[N:3]=[C:4]([NH2:25])[C:5]2[C:10]([CH2:11][N:12]([C:19]3[CH:24]=[CH:23][CH:22]=[CH:21][CH:20]=3)[C:13]3[CH:18]=[CH:17][CH:16]=[CH:15][CH:14]=3)=[CH:9][O:8][C:6]=2[N:7]=1.C1C2NC3C(=CC=CC=3)C=2C=CC=1.[H-].[Na+].NC1N=C(N)C2C(CCl)=COC=2N=1>>[NH2:1][C:2]1[N:3]=[C:4]([NH2:25])[C:5]2[C:10]([CH2:11][N:12]3[C:19]4[CH:20]=[CH:21][CH:22]=[CH:23][C:24]=4[C:18]4[C:13]3=[CH:14][CH:15]=[CH:16][CH:17]=4)=[CH:9][O:8][C:6]=2[N:7]=1 |f:2.3|. Procedure details: N-[(2,4-Diaminofuro[2,3-d]pyrimidin-5-yl)methyl]carbazole (Formula I: Ar=2,4-diaminofuro[2,3-d]pyrimidin-5-yl; W=CH2; X=N; Z=chemical bond; m=n=0) is prepared similarly to N-[(2,4-diaminofuro[2,3-d]pyrimidin-5-yl)methyl]-N,N-diphenylamine as disclosed in Example 11 above by using carbazole (129 mg, 0.8 mmol), NaH (50 mg, 2.1 mmol), and 2,4-diamino-5-chloromethylfuro[2,3-d]pyrimidine (60 mg, 0.3 mmol). The product can be purified by chromatography. The reactants are CC12CCC(=O)C=C1CCC1C2=CCC2(C)C(=O)CCC12, CC(C)(O)C#N, CO, N#C[K], O. Product: CC12CCC(=O)C=C1CCC1C2=CCC2(C)C1CCC2(O)C#N. Reaction SMILES: [CH3:10][C:11]12[C:12](=[O:30])[CH2:13][CH2:14][CH:15]1[CH:16]1[CH2:17][CH2:18][C:19]3=[CH:20][C:21](=[O:29])[CH2:22][CH2:23][C:24]3([CH3:25])[C:26]1=[CH:27][CH2:28]2.[CH3:1][C:2]([CH3:3])([OH:4])[C:5]#[N:6].[CH3:31][OH:32].[K:7][C:8]#[N:9].[OH2:33]>>[C:8](#[N:9])[C:12]1([OH:30])[C:11]2([CH3:10])[CH:15]([CH2:14][CH2:13]1)[CH:16]1[CH2:17][CH2:18][C:19]3=[CH:20][C:21](=[O:29])[CH2:22][CH2:23][C:24]3([CH3:25])[C:26]1=[CH:27][CH2:28]2. Procedure details: Compound 25 (608 mg, 1.17 mmol) gave 364 mg substantially pure product (65%). [α]D=−11.8° (c=1, CHCl3); 1H NMR (CDCl3) 7.44-7.14 (m, 15H), 4.74 (d, 1H, J=11.6 Hz), 4.66-4.56 (m, 4H), 4.50 (d, 1H, J=9.4 Hz), 4.45 (d, 1H, J=11.4 Hz), 3.83 (d, 1H, J=10.7 Hz), 3.69 (dd, 1H, J=4.4, 10.7 Hz), 3.49 (m, 2H), 3.35 (m, 1H), 2.79 (m, 2H), 2.69 (m, H), 1.54 (m, 1H), 1.35 (t, 3H, J=7.3 Hz); 13C NMR (CDCl3): 138.8, 138.4, 135.8, 128.9, 128.7, 128.4, 128.2, 128.1, 127.4, 86.9, 81.3, 75.6, 73.8, 73.3, 72.5, 71.... Solvent: C(Cl)(Cl)Cl (CHCl3). The product is C(C1=CC=CC=C1)O[C@H]1[C@H](SCC)O[C@@H]([C@H](C1)OCC1=CC=CC=C1)COCC1=CC=CC=C1 (Ethyl 2,4,6-tri-O-benzyl-3-deoxy-1-thio-β-D-glucopyranoside). Starting materials: C(C1=CC=CC=C1)(=O)O[C@H]1[C@H](SCC)O[C@@H]([C@H](C1)OC(C1=CC=CC=C1)=O)COC(C1=CC=CC=C1)=O (Ethyl 2,4,6-tri-O-benzoyl-3-deoxy-1-thio-β-D-glucopyranoside), product. RXN SMILES: [C:1]([O:9][C@@H:10]1[CH2:18][C@H:17]([O:19][C:20](=O)[C:21]2[CH:26]=[CH:25][CH:24]=[CH:23][CH:22]=2)[C@@H:16]([CH2:28][O:29][C:30](=O)[C:31]2[CH:36]=[CH:35][CH:34]=[CH:33][CH:32]=2)[O:15][C@H:11]1[S:12][CH2:13][CH3:14])(=O)[C:2]1[CH:7]=[CH:6][CH:5]=[CH:4][CH:3]=1>C(Cl)(Cl)Cl>[CH2:1]([O:9][C@@H:10]1[CH2:18][C@H:17]([O:19][CH2:20][C:21]2[CH:22]=[CH:23][CH:24]=[CH:25][CH:26]=2)[C@@H:16]([CH2:28][O:29][CH2:30][C:31]2[CH:32]=[CH:33][CH:34]=[CH:35][CH:36]=2)[O:15][C@H:11]1[S:12][CH2:13][CH3:14])[C:2]1[CH:7]=[CH:6][CH:5]=[CH:4][CH:3]=1. The reactants are ClCC1=CC=C(C=C1)NC(=O)C=1CCOC2=C(C1)C=C(C=C2)C2=CC=C(C=C2)C (N-(4-chloromethylphenyl)-7-(4-methylphenyl)-2,3-dihydro-1-benzoxepine-4-carboxamide), C1(CCCCC1)N (cyclohexylamine). Solvent: CN(C=O)C (dimethylformamide). Product: C1(CCCCC1)NCC1=CC=C(C=C1)NC(=O)C=1CCOC2=C(C1)C=C(C=C2)C2=CC=C(C=C2)C (N-(4-((cyclohexylamino)methyl)-phenyl)-7-(4-methylphenyl)-2,3-dihydro-1-benzoxepine-4-carboxamide). As a reaction SMILES: Cl[CH2:2][C:3]1[CH:8]=[CH:7][C:6]([NH:9][C:10]([C:12]2[CH2:13][CH2:14][O:15][C:16]3[CH:22]=[CH:21][C:20]([C:23]4[CH:28]=[CH:27][C:26]([CH3:29])=[CH:25][CH:24]=4)=[CH:19][C:17]=3[CH:18]=2)=[O:11])=[CH:5][CH:4]=1.[CH:30]1([NH2:36])[CH2:35][CH2:34][CH2:33][CH2:32][CH2:31]1>CN(C)C=O>[CH:30]1([NH:36][CH2:2][C:3]2[CH:8]=[CH:7][C:6]([NH:9][C:10]([C:12]3[CH2:13][CH2:14][O:15][C:16]4[CH:22]=[CH:21][C:20]([C:23]5[CH:28]=[CH:27][C:26]([CH3:29])=[CH:25][CH:24]=5)=[CH:19][C:17]=4[CH:18]=3)=[O:11])=[CH:5][CH:4]=2)[CH2:35][CH2:34][CH2:33][CH2:32][CH2:31]1. Reported procedure: A solution of N-(4-chloromethylphenyl)-7-(4-methylphenyl)-2,3-dihydro-1-benzoxepine-4-carboxamide (0.15g) and cyclohexylamine (0.17ml) in dimethylformamide (10ml) was stirred at room temperature for 2.5 hours. The solvent was evaporated, and the residue was purified with silica gel column (ethyl acetate/methanol/triethylamine) to give crude crystals, which were recrystallized from ethanolhexane to give N-(4-((cyclohexylamino)methyl)-phenyl)-7-(4-methylphenyl)-2,3-dihydro-1-benzoxepine-4-carboxam... Procedure details: To a solution of maleic anhydride (0.39 g, 4 mmol) and phenyl vinyl sulfide (0.52, 4 mmol) in 17 mL of 1,2-dichloroethane under nitrogen, was added 2 mL (0.5 equiv) of ethylaluminum dichloride. The resultant solution was stirred at ambient temperature for 0.5 h and then diluted with 75 mL of methylene chloride. The methylene chloride solution was washed three times with saturated aqueous ammonium chloride solution and once with brine, dried over anhydrous sodium sulfate and concentrated to give ... Run in ClCCCl (1,2-dichloroethane), C(Cl)Cl (methylene chloride). Isolated yield 90.7%. Product: O=C1C2CC(C2C(O1)=O)SC1=CC=CC=C1 (2,4-dioxo-6-phenylthio-3-oxabicyclo[3.2.0]heptane). As a reaction SMILES: [C:1]1(=[O:7])[O:6][C:4](=[O:5])[CH:3]=[CH:2]1.[CH:8]([S:10][C:11]1[CH:16]=[CH:15][CH:14]=[CH:13][CH:12]=1)=[CH2:9].[Cl-].[Cl-].C([Al+2])C>ClCCCl.C(Cl)Cl>[O:5]=[C:4]1[O:6][C:1](=[O:7])[CH:2]2[CH:3]1[CH2:9][CH:8]2[S:10][C:11]1[CH:16]=[CH:15][CH:14]=[CH:13][CH:12]=1 |f:2.3.4|. Reactants: resultant solution, C1(\C=C/C(=O)O1)=O (maleic anhydride), C(=C)SC1=CC=CC=C1 (phenyl vinyl sulfide), [Cl-].[Cl-].C(C)[Al+2] (ethylaluminum dichloride).